This data is from the Open Reaction Database (ORD), a public repository of structured organic reaction records. The task is: describe an organic reaction: reactants, conditions, products, and yield Reactants: COC(C1=C(C=CC(=C1)Br)CCC1=C(C(=CC=C1)OC)C)=O (5-Bromo-2-[2-(3-methoxy-2-methylphenyl)-ethyl]-benzoic acid methyl ester), [OH-].[K+] (KOH), O (water), CO (methanol). The solvent is C1CCOC1 (THF). Product: BrC=1C=CC(=C(C(=O)O)C1)CCC1=C(C(=CC=C1)OC)C (5-Bromo-2-[2-(3-methoxy-2-methylphenyl)-ethyl]-benzoic acid). Yield: 98.0%. As a reaction SMILES: C[O:2][C:3](=[O:22])[C:4]1[CH:9]=[C:8]([Br:10])[CH:7]=[CH:6][C:5]=1[CH2:11][CH2:12][C:13]1[CH:18]=[CH:17][CH:16]=[C:15]([O:19][CH3:20])[C:14]=1[CH3:21].[OH-].[K+].O.CO>C1COCC1>[Br:10][C:8]1[CH:7]=[CH:6][C:5]([CH2:11][CH2:12][C:13]2[CH:18]=[CH:17][CH:16]=[C:15]([O:19][CH3:20])[C:14]=2[CH3:21])=[C:4]([CH:9]=1)[C:3]([OH:22])=[O:2] |f:1.2|. Procedure details: The crude 5-bromo-2-[2-(3-methoxy-2-methylphenyl)-ethyl]-benzoic acid methyl ester 6 was stirred with 50% KOH solution (5 mL), water (30 mL), methanol (12 mL), and THF (30 mL), heated at reflux temperature for three hours and concentrated in vacuo to remove the organic solvents. The resultant aqueous suspension was acidified using 1.0 N HCl solution and filtered. The filtercake was dried over night to give the benzoic acid 7 as a white solid, 4.74 g; 98% yield. Starting materials: Br.BrC(C1=CC2=C(NC(=N2)NC(OC)=O)C=C1)C1=CC=C(C=C1)F (methyl [5-[bromo(4-fluorophenyl)methyl]-1H-benzimidazol-2-yl]carbamate monohydrobromide), CC=1NC=CN1 (2-methyl-1H-imidazole), CN(C=O)C (N,N-dimethylformamide). Solvent: O (water). Run at time 17 hour. The product is FC1=CC=C(C=C1)C(C1=CC2=C(NC(=N2)NC(OC)=O)C=C1)N1C(=NC=C1)C (methyl [5-[(4-fluorophenyl)(2-methyl-1H-imidazol-1-yl)methyl]-1H-benzimidazol-2-yl]carbamate). Isolated yield 34.2%. As a reaction SMILES: Br.Br[CH:3]([C:18]1[CH:23]=[CH:22][C:21]([F:24])=[CH:20][CH:19]=1)[C:4]1[CH:17]=[CH:16][C:7]2[NH:8][C:9]([NH:11][C:12](=[O:15])[O:13][CH3:14])=[N:10][C:6]=2[CH:5]=1.[CH3:25][C:26]1[NH:27][CH:28]=[CH:29][N:30]=1.CN(C)C=O>O>[F:24][C:21]1[CH:22]=[CH:23][C:18]([CH:3]([N:27]2[CH:28]=[CH:29][N:30]=[C:26]2[CH3:25])[C:4]2[CH:17]=[CH:16][C:7]3[NH:8][C:9]([NH:11][C:12](=[O:15])[O:13][CH3:14])=[N:10][C:6]=3[CH:5]=2)=[CH:19][CH:20]=1 |f:0.1|. Reported procedure: A mixture of 9.18 parts of methyl [5-[bromo(4-fluorophenyl)methyl]-1H-benzimidazol-2-yl]carbamate monohydrobromide, 12.3 parts of 2-methyl-1H-imidazole and 56.4 parts of N,N-dimethylformamide was stirred for 17 hours at room temperature. The reaction mixture was diluted with 300 parts of water. The precipitated product was filtered off and dissolved in dichloromethane. The organic layer was dried, filtered and evaporated. The residue was purified by column chromatography over silica gel using a ...